Dataset: the Open Reaction Database (ORD), a public repository of structured organic reaction records. Task: describe an organic reaction: reactants, conditions, products, and yield Product: C(C=C)ON=C1C[C@H](N(C1)C(C1=CC=C(C=C1)OC1=CC=CC=C1)=O)C(=O)NC=1C=CC=2N(C3=CC=CC=C3C2C1)CC ((2S,4EZ)-4-[(allyloxy)imino]-N-(9-ethyl-9H-carbazol-3-yl)-1-(4-phenoxybenzoyl)-2-pyrrolidinecarboxamide). RXN SMILES: [CH2:1]([O:4][N:5]=[C:6]1[CH2:10][N:9]([C:11]([O:13]C(C)(C)C)=O)[C@H:8]([C:18]([OH:20])=O)[CH2:7]1)[CH:2]=[CH2:3].[O:21]([C:28]1[CH:36]=[CH:35][C:31](C(Cl)=O)=[CH:30][CH:29]=1)[C:22]1[CH:27]=[CH:26][CH:25]=[CH:24][CH:23]=1.[CH2:37]([N:39]1[C:51]2[CH:50]=[CH:49][C:48]([NH2:52])=[CH:47][C:46]=2[C:45]2[C:40]1=[CH:41][CH:42]=[CH:43][CH:44]=2)[CH3:38]>>[CH2:1]([O:4][N:5]=[C:6]1[CH2:10][N:9]([C:11](=[O:13])[C:31]2[CH:30]=[CH:29][C:28]([O:21][C:22]3[CH:23]=[CH:24][CH:25]=[CH:26][CH:27]=3)=[CH:36][CH:35]=2)[C@H:8]([C:18]([NH:52][C:48]2[CH:49]=[CH:50][C:51]3[N:39]([CH2:37][CH3:38])[C:40]4[C:45]([C:46]=3[CH:47]=2)=[CH:44][CH:43]=[CH:42][CH:41]=4)=[O:20])[CH2:7]1)[CH:2]=[CH2:3]. Reactants: C(C=C)ON=C1C[C@H](N(C1)C(=O)OC(C)(C)C)C(=O)O ((2S,4EZ)-4-[(allyloxy)-imino]-1-(tert-butoxycarbonyl)-2-pyrrolidinecarboxylic acid), O(C1=CC=CC=C1)C1=CC=C(C(=O)Cl)C=C1 (4-phenoxybenzoyl chloride), C(C)N1C2=CC=CC=C2C=2C=C(C=CC12)N (9-ethyl-9H-carbazol-3-amine). Procedure details: Following the general method as outlined in Example 22, starting from (2S,4EZ)-4-[(allyloxy)-imino]-1-(tert-butoxycarbonyl)-2-pyrrolidinecarboxylic acid, 4-phenoxybenzoyl chloride, and 9-ethyl-9H-carbazol-3-amine the title compound was obtained in 63% purity by LC/MS. MS(ESI+): m/z=573.4.